Dataset: the Open Reaction Database (ORD), a public repository of structured organic reaction records. Task: describe an organic reaction: reactants, conditions, products, and yield The reactants are CO, CC(C)O[Si](C)(C)CC(O)(c1ccccc1F)C(C)n1ccn(-c2ccc(OC(F)(F)C(F)F)cc2)c1=O, [Na+], C1CCOC1, O=C([O-])O, OO. Yields the product CC(n1ccn(-c2ccc(OC(F)(F)C(F)F)cc2)c1=O)C(O)(CO)c1ccccc1F. RXN SMILES: [CH3:44][OH:45].[F:1][c:2]1[c:3]([C:8]([CH:9]([CH3:10])[n:11]2[c:12](=[O:29])[n:13](-[c:16]3[cH:17][cH:18][c:19]([O:22][C:23]([CH:24]([F:25])[F:26])([F:27])[F:28])[cH:20][cH:21]3)[cH:14][cH:15]2)([CH2:30][Si:31]([O:32][CH:33]([CH3:34])[CH3:35])([CH3:36])[CH3:37])[OH:38])[cH:4][cH:5][cH:6][cH:7]1.[Na+:39].[O:46]1[CH2:47][CH2:48][CH2:49][CH2:50]1.[OH:40][C:41](=[O:42])[O-:43].[OH:51][OH:52]>>[F:1][c:2]1[c:3]([C:8]([CH:9]([CH3:10])[n:11]2[c:12](=[O:29])[n:13](-[c:16]3[cH:17][cH:18][c:19]([O:22][C:23]([CH:24]([F:25])[F:26])([F:27])[F:28])[cH:20][cH:21]3)[cH:14][cH:15]2)([OH:38])[CH2:41][OH:40])[cH:4][cH:5][cH:6][cH:7]1. Starting materials: [OH-].[Na+] (sodium hydroxide), C(CCC)C1=CC=C(C=C1)N=C=O (4-Butylphenyl isocyanate), C(C)OCC (Diethyl ether), Cl.C(C1=CC=CC=C1)ON (O-benzylhydroxylamine hydrochloride). The solvent is O (water), O (water). The product is C(C1=CC=CC=C1)ONC(=O)NC1=CC=C(C=C1)CCCC (1-benzyloxy-3-(4-butylphenyl)urea). The yield is 82.1%. Reaction SMILES: C(OCC)C.Cl.[CH2:7]([O:14][NH2:15])[C:8]1[CH:13]=[CH:12][CH:11]=[CH:10][CH:9]=1.[OH-].[Na+].[CH2:18]([C:22]1[CH:27]=[CH:26][C:25]([N:28]=[C:29]=[O:30])=[CH:24][CH:23]=1)[CH2:19][CH2:20][CH3:21]>O>[CH2:7]([O:14][NH:15][C:29]([NH:28][C:25]1[CH:26]=[CH:27][C:22]([CH2:18][CH2:19][CH2:20][CH3:21])=[CH:23][CH:24]=1)=[O:30])[C:8]1[CH:13]=[CH:12][CH:11]=[CH:10][CH:9]=1 |f:1.2,3.4|. Reported procedure: Diethyl ether (10 mL) was added to a suspension of O-benzylhydroxylamine hydrochloride (0.82 g, 5.1 mmol) in water (1 mL). A solution of sodium hydroxide (0.23 g, 5.8 mmol) in water (1 mL) was added and the mixture was stirred for several minutes. The aqueous layer was removed by pipette and extracted with diethyl ether (3 mL). The ether extract was added to the reaction flask. 4-Butylphenyl isocyanate (0.90 g, 5.1 mole) was added to the reaction flask via pipette in a single portion. A mild ref... The reactants are BrC1=COC2=C1C=NC(=C2O[C@H](C)C2=C(C(=CC=C2Cl)F)Cl)N (3-Bromo-7-[(R)-1-(2,6-dichloro-3-fluorophenyl)-ethoxy]-furo[3,2-c]pyridin-6-ylamine), S1CCC(=CC1)B1OC(C(O1)(C)C)(C)C (2-(3,6-Dihydro-2H-thiopyran-4-yl)-4,4,5,5-tetramethyl-[1,3,2]dioxaborolane). Yields the product ClC1=C(C(=CC=C1F)Cl)[C@@H](C)OC=1C2=C(C=NC1N)C(=CO2)C=2CCSCC2 (7-[(R)-1-(2,6-Dichloro-3-fluorophenyl)-ethoxy]-3-(3,6-dihydro-2H-thiopyran-4-yl)-furo[3,2-c]pyridin-6-ylamine). Reaction SMILES: Br[C:2]1[C:6]2[CH:7]=[N:8][C:9]([NH2:23])=[C:10]([O:11][C@@H:12]([C:14]3[C:19]([Cl:20])=[CH:18][CH:17]=[C:16]([F:21])[C:15]=3[Cl:22])[CH3:13])[C:5]=2[O:4][CH:3]=1.[S:24]1[CH2:29][CH:28]=[C:27](B2OC(C)(C)C(C)(C)O2)[CH2:26][CH2:25]1>>[Cl:22][C:15]1[C:16]([F:21])=[CH:17][CH:18]=[C:19]([Cl:20])[C:14]=1[C@H:12]([O:11][C:10]1[C:5]2[O:4][CH:3]=[C:2]([C:27]3[CH2:28][CH2:29][S:24][CH2:25][CH:26]=3)[C:6]=2[CH:7]=[N:8][C:9]=1[NH2:23])[CH3:13]. Procedure: The title compound was prepared according to General procedure A with starting materials 3-Bromo-7-[(R)-1-(2,6-dichloro-3-fluorophenyl)-ethoxy]-furo[3,2-c]pyridin-6-ylamine and 2-(3,6-Dihydro-2H-thiopyran-4-yl)-4,4,5,5-tetramethyl-[1,3,2]dioxaborolane. 1H-NMR (CDCl3, 400 MHz): 6=1.79 (d, J=6.8 Hz, 3H), 2.47-2.68 (m, 2H), 2.82 (t, J=5.8 Hz, 2H), 3.20-3.46 (m, 2H), 4.68 (br. s., 2H), 6.31-6.38 (m, 1H), 6.44 (q, J=6.7 Hz, 1H), 6.97 (t, J=8.5 Hz, 1H), 7.30 (s, 1H), 8.14 (s, 1H). MS (ES+): m/z (MH+, ...